This data is from the Open Reaction Database (ORD), a public repository of structured organic reaction records. The task is: describe an organic reaction: reactants, conditions, products, and yield Reactants: CCO, Cc1ccc(C(=O)NC2CC2)cc1NC(=O)c1cc(OC2CCN(C(=O)OC(C)(C)C)CC2)ccc1[N+](=O)[O-], [H][H]. The product is Cc1ccc(C(=O)NC2CC2)cc1NC(=O)c1cc(OC2CCN(C(=O)OC(C)(C)C)CC2)ccc1N. As a reaction SMILES: [CH3:42][CH2:43][OH:44].[CH:1]1([NH:4][C:5](=[O:6])[c:7]2[cH:8][cH:9][c:10]([CH3:39])[c:11]([NH:13][C:14](=[O:15])[c:16]3[cH:17][c:18]([O:19][CH:20]4[CH2:21][CH2:22][N:23]([C:26](=[O:27])[O:28][C:29]([CH3:30])([CH3:31])[CH3:32])[CH2:24][CH2:25]4)[cH:33][cH:34][c:35]3[N+:36]([O-:37])=[O:38])[cH:12]2)[CH2:2][CH2:3]1.[H:40][H:41]>>[CH:1]1([NH:4][C:5](=[O:6])[c:7]2[cH:8][cH:9][c:10]([CH3:39])[c:11]([NH:13][C:14](=[O:15])[c:16]3[cH:17][c:18]([O:19][CH:20]4[CH2:21][CH2:22][N:23]([C:26](=[O:27])[O:28][C:29]([CH3:30])([CH3:31])[CH3:32])[CH2:24][CH2:25]4)[cH:33][cH:34][c:35]3[NH2:36])[cH:12]2)[CH2:2][CH2:3]1. Starting materials: C1CCOC1, COc1cc2ncnc(Sc3cccc(N)c3)c2cc1OC, CN(C)c1ccncc1, CC(C)c1cc(NC(=O)Oc2ccccc2)n(-c2cccnc2)n1. The product is COc1cc2ncnc(Sc3cccc(NC(=O)Nc4cc(C(C)C)nn4-c4cccnc4)c3)c2cc1OC. As a reaction SMILES: [CH2:47]1[O:48][CH2:49][CH2:50][CH2:51]1.[CH3:1][O:2][c:3]1[cH:4][c:5]2[c:6]([S:15][c:16]3[cH:17][c:18]([NH2:19])[cH:20][cH:21][cH:22]3)[n:7][cH:8][n:9][c:10]2[cH:11][c:12]1[O:13][CH3:14].[CH3:52][N:53]([c:54]1[cH:55][cH:56][n:57][cH:58][cH:59]1)[CH3:60].[CH:23]([CH3:24])([CH3:25])[c:26]1[n:27][n:28](-[c:41]2[cH:42][n:43][cH:44][cH:45][cH:46]2)[c:29]([NH:31][C:32]([O:33][c:35]2[cH:36][cH:37][cH:38][cH:39][cH:40]2)=[O:34])[cH:30]1>>[CH3:1][O:2][c:3]1[cH:4][c:5]2[c:6]([S:15][c:16]3[cH:17][c:18]([NH:19][C:32]([NH:31][c:29]4[n:28](-[c:41]5[cH:42][n:43][cH:44][cH:45][cH:46]5)[n:27][c:26]([CH:23]([CH3:24])[CH3:25])[cH:30]4)=[O:33])[cH:20][cH:21][cH:22]3)[n:7][cH:8][n:9][c:10]2[cH:11][c:12]1[O:13][CH3:14].